Dataset: the Open Reaction Database (ORD), a public repository of structured organic reaction records. Task: describe an organic reaction: reactants, conditions, products, and yield Reactants: [C-]#N, CN(C)C=O, O=[N+]([O-])c1cccc([N+](=O)[O-])c1Cl, O. Product: N#Cc1c([N+](=O)[O-])cccc1[N+](=O)[O-]. RXN SMILES: [C-:14]#[N:15].[CH3:17][N:18]([CH3:19])[CH:20]=[O:21].[Cl:1][c:2]1[c:3]([N+:11](=[O:12])[O-:13])[cH:4][cH:5][cH:6][c:7]1[N+:8](=[O:9])[O-:10].[OH2:16]>>[c:2]1([C:14]#[N:15])[c:3]([N+:11](=[O:12])[O-:13])[cH:4][cH:5][cH:6][c:7]1[N+:8](=[O:9])[O-:10]. The reactants are O=C([O-])[O-], CI, CCOC(C)=O, [Cs+], [Cs+], CN(C)C=O, CC1(C)C(C(=O)c2cn(CCN3CCOCC3)c3ccc(O)cc23)C1(C)C. Product: COc1ccc2c(c1)c(C(=O)C1C(C)(C)C1(C)C)cn2CCN1CCOCC1. Reaction SMILES: [C:28](=[O:29])([O-:30])[O-:31].[CH3:34][I:35].[CH3:36][CH2:37][O:38][C:39]([CH3:40])=[O:41].[Cs+:32].[Cs+:33].[O:42]=[CH:43][N:44]([CH3:45])[CH3:46].[OH:1][c:2]1[cH:3][c:4]2[c:5]([C:19](=[O:20])[CH:21]3[C:22]([CH3:26])([CH3:27])[C:23]3([CH3:24])[CH3:25])[cH:6][n:7]([CH2:11][CH2:12][N:13]3[CH2:14][CH2:15][O:16][CH2:17][CH2:18]3)[c:8]2[cH:9][cH:10]1>>[O:1]([c:2]1[cH:3][c:4]2[c:5]([C:19](=[O:20])[CH:21]3[C:22]([CH3:26])([CH3:27])[C:23]3([CH3:24])[CH3:25])[cH:6][n:7]([CH2:11][CH2:12][N:13]3[CH2:14][CH2:15][O:16][CH2:17][CH2:18]3)[c:8]2[cH:9][cH:10]1)[CH3:28]. The reactants are C(O)([O-])=O.[Na+] (sodium hydrogen carbonate), COCCCCC1=C(NC(N1C1=CC=CC=C1)=O)C(=O)OC (Methyl 5-(4-methoxybutyl)-2-oxo-1-phenyl-2,3-dihydro-1H-imidazole-4-carboxylate), C(C)#N (acetonitrile), solution, F[B-](F)(F)F.C[O+](C)C (trimethyloxonium tetrafluoroborate). Solvent: ClCCl (dichloromethane). Run at time 3 day. The product is C(C)OC=1N(C(=C(N1)C(=O)OC)CCCCOC)C1=CC=CC=C1 (methyl 2-ethoxy-5-(4-methoxybutyl)-1-phenyl-1H-imidazole-4-carboxylate). As a reaction SMILES: [CH3:1][O:2][CH2:3][CH2:4][CH2:5][CH2:6][C:7]1[N:11]([C:12]2[CH:17]=[CH:16][CH:15]=[CH:14][CH:13]=2)[C:10](=[O:18])[NH:9][C:8]=1[C:19]([O:21][CH3:22])=[O:20].F[B-](F)(F)F.C[O+](C)C.C(=O)([O-])O.[Na+].[C:37](#N)[CH3:38]>ClCCl>[CH2:37]([O:18][C:10]1[N:11]([C:12]2[CH:17]=[CH:16][CH:15]=[CH:14][CH:13]=2)[C:7]([CH2:6][CH2:5][CH2:4][CH2:3][O:2][CH3:1])=[C:8]([C:19]([O:21][CH3:22])=[O:20])[N:9]=1)[CH3:38] |f:1.2,3.4|. Procedure details: Methyl 5-(4-methoxybutyl)-2-oxo-1-phenyl-2,3-dihydro-1H-imidazole-4-carboxylate (740 mg) was dissolved in acetonitrile (8 ml), a 1M solution (6.1 ml) of trimethyloxonium tetrafluoroborate in dichloromethane was added and the reaction mixture was stirred at room temperature for 3 days. Saturated aqueous sodium hydrogen carbonate solution was added to the reaction mixture, and the mixture was extracted with ethyl acetate. The extract was washed with saturated brine, and dried over anhydrous magnes... Reactants: [OH-].[NH4+] (ammonium hydroxide), C(C1=CC=CC=C1)(C1=CC=CC=C1)N1CC(C1)C(C1=CNC2=CC=C(C=C12)C#N)OC (3-[(1-benzhydryl-azetidin-3-yl)-methoxy-methyl]-1H-indole-5-carbonitrile), C(C)[SiH](CC)CC (triethylsilane), FC(C(=O)O)(F)F (trifluoroacetic acid). Run in C(Cl)Cl (methylene chloride). Yields the product C(C1=CC=CC=C1)(C1=CC=CC=C1)N1CC(C1)CC1=CNC2=CC=C(C=C12)C#N (3-(1-Benzhydryl-azetidin-3-ylmethyl)-1H-indole-5-carbonitrile). Yield: 86.0%. Reaction SMILES: [CH:1]([N:14]1[CH2:17][CH:16]([CH:18](OC)[C:19]2[C:27]3[C:22](=[CH:23][CH:24]=[C:25]([C:28]#[N:29])[CH:26]=3)[NH:21][CH:20]=2)[CH2:15]1)([C:8]1[CH:13]=[CH:12][CH:11]=[CH:10][CH:9]=1)[C:2]1[CH:7]=[CH:6][CH:5]=[CH:4][CH:3]=1.C([SiH](CC)CC)C.FC(F)(F)C(O)=O.[OH-].[NH4+]>C(Cl)Cl>[CH:1]([N:14]1[CH2:15][CH:16]([CH2:18][C:19]2[C:27]3[C:22](=[CH:23][CH:24]=[C:25]([C:28]#[N:29])[CH:26]=3)[NH:21][CH:20]=2)[CH2:17]1)([C:2]1[CH:3]=[CH:4][CH:5]=[CH:6][CH:7]=1)[C:8]1[CH:13]=[CH:12][CH:11]=[CH:10][CH:9]=1 |f:3.4|. Procedure details: A solution of 3-[(1-benzhydryl-azetidin-3-yl)-methoxy-methyl]-1H-indole-5-carbonitrile, triethylsilane (5.5 ml, 34 mmol) and trifluoroacetic acid (6.6 mL, 86 mmol) in methylene chloride (40 mL) was refluxed overnight. The reaction was poured into ice and neutralized with concentrated ammonium hydroxide. The mixture was extracted with methylene chloride (3×100 mL). The organic layer was washed with water (3×80 mL), dried over anhydrous sodium sulfate, filtered and solvent removed under vacuum. Th... The reactants are COC1=CC(=CC(=C1)OC)OC (1,3,5-trimethoxybenzene), COC(CC(=O)OC)OC (methyl 3,3-dimethoxypropionate), C(C)(=O)O (acetic acid), Cl (hydrochloric acid). Solvent: O (water). Conditions: time 1 hour. Yields the product COC1=C(C(=CC(=C1)OC)OC)/C=C/C(=O)OC (methyl trans-3-(2,4,6-trimethoxyphenyl)acrylate). The yield is 96.5%. RXN SMILES: [CH3:1][O:2][C:3]1[CH:8]=[C:7]([O:9][CH3:10])[CH:6]=[C:5]([O:11][CH3:12])[CH:4]=1.[CH3:13][O:14][CH:15]([O:21]C)[CH2:16][C:17](OC)=O.C(O)(=O)C.Cl>O>[CH3:12][O:11][C:5]1[CH:4]=[C:3]([O:2][CH3:1])[CH:8]=[C:7]([O:9][CH3:10])[C:6]=1/[CH:17]=[CH:16]/[C:15]([O:14][CH3:13])=[O:21]. Procedure details: 1.7 g of 1,3,5-trimethoxybenzene, 1.68 g of methyl 3,3-dimethoxypropionate and 12 mL of glacial acetic acid were mixed, 313 mg of 35 wt % hydrochloric acid was added into the mixture at an inner temperature of 25° C., the added mixture was stirred for 1 hour at the same temperature to cause a reaction. After completion of the reaction, 36 mL of water was added dropwise into the reaction liquid, and the precipitated crystals were filtrated. The crystals were washed with 20 vol % of aqueous methan...